Dataset: the Open Reaction Database (ORD), a public repository of structured organic reaction records. Task: describe an organic reaction: reactants, conditions, products, and yield Reactants: Cc1cc(C(C)C(=O)N(Cc2ccccc2)Cc2ccccc2)c(O)cc1N(Cc1ccccc1)Cc1ccccc1, CC(=O)O, Cl. The product is Cc1cc(C(C)C(=O)O)c(O)cc1N(Cc1ccccc1)Cc1ccccc1. Reaction SMILES: [CH2:1]([N:2]([CH2:3][c:4]1[cH:5][cH:6][cH:7][cH:8][cH:36]1)[C:9]([CH:10]([CH3:11])[c:12]1[c:13]([OH:34])[cH:14][c:15]([N:19]([CH2:20][c:21]2[cH:22][cH:23][cH:24][cH:25][cH:26]2)[CH2:27][c:28]2[cH:29][cH:30][cH:31][cH:32][cH:33]2)[c:16]([CH3:18])[cH:17]1)=[O:35])[c:37]1[cH:38][cH:39][cH:40][cH:41][cH:42]1.[CH3:43][C:44]([OH:45])=[O:46].[ClH:47]>>[C:9]([CH:10]([CH3:11])[c:12]1[c:13]([OH:34])[cH:14][c:15]([N:19]([CH2:20][c:21]2[cH:22][cH:23][cH:24][cH:25][cH:26]2)[CH2:27][c:28]2[cH:29][cH:30][cH:31][cH:32][cH:33]2)[c:16]([CH3:18])[cH:17]1)([OH:35])=[O:45]. Starting materials: CC(C)(C)OC(=O)NCC(N)c1cccc(Cl)c1, CS(=O)(=O)c1nccc(-c2n[nH]c3nc(NCCN4CCOCC4)ncc23)n1. Yields the product CC(C)(C)OC(=O)NCC(Nc1nccc(-c2n[nH]c3nc(NCCN4CCOCC4)ncc23)n1)c1cccc(Cl)c1. RXN SMILES: [C:29]([CH3:30])([CH3:31])([CH3:32])[O:33][C:34]([NH:35][CH2:36][CH:37]([c:38]1[cH:39][c:40]([Cl:44])[cH:41][cH:42][cH:43]1)[NH2:45])=[O:46].[CH3:1][S:2](=[O:3])(=[O:4])[c:5]1[n:6][cH:7][cH:8][c:9](-[c:11]2[n:12][nH:13][c:14]3[n:15][c:16]([NH:20][CH2:21][CH2:22][N:23]4[CH2:24][CH2:25][O:26][CH2:27][CH2:28]4)[n:17][cH:18][c:19]23)[n:10]1>>[c:5]1([NH:45][CH:37]([CH2:36][NH:35][C:34]([O:33][C:29]([CH3:30])([CH3:31])[CH3:32])=[O:46])[c:38]2[cH:39][c:40]([Cl:44])[cH:41][cH:42][cH:43]2)[n:6][cH:7][cH:8][c:9](-[c:11]2[n:12][nH:13][c:14]3[n:15][c:16]([NH:20][CH2:21][CH2:22][N:23]4[CH2:24][CH2:25][O:26][CH2:27][CH2:28]4)[n:17][cH:18][c:19]23)[n:10]1. The reactants are NC=1C=C(C(=O)NC2=CC=CC=C2)C=CC1OC (3-amino-4-methoxy-N-phenyl-benzamide), C(C)(=O)C=1C=C(C=CC1)N=C=S (3-acetylphenyl isothiocyanate). Yields the product C(C)(=O)C=1C=C(C=CC1)NC(NC=1C=C(C(=O)NC2=CC=CC=C2)C=CC1OC)=S (3-[3-(3-Acetyl-phenyl)-thioureido]-4-methoxy-N-phenyl-benzamide). Isolated yield 67.6%. Reaction SMILES: [NH2:1][C:2]1[CH:3]=[C:4]([CH:14]=[CH:15][C:16]=1[O:17][CH3:18])[C:5]([NH:7][C:8]1[CH:13]=[CH:12][CH:11]=[CH:10][CH:9]=1)=[O:6].[C:19]([C:22]1[CH:23]=[C:24]([N:28]=[C:29]=[S:30])[CH:25]=[CH:26][CH:27]=1)(=[O:21])[CH3:20]>>[C:19]([C:22]1[CH:23]=[C:24]([NH:28][C:29](=[S:30])[NH:1][C:2]2[CH:3]=[C:4]([CH:14]=[CH:15][C:16]=2[O:17][CH3:18])[C:5]([NH:7][C:8]2[CH:13]=[CH:12][CH:11]=[CH:10][CH:9]=2)=[O:6])[CH:25]=[CH:26][CH:27]=1)(=[O:21])[CH3:20]. Procedure details: Prepared according to the procedure described for Example 60 using 3-amino-4-methoxy-N-phenyl-benzamide (0.971 g, 4.00 mmol) and 3-acetylphenyl isothiocyanate (0.709 g, 4.00 mmol) to afford the product (1.135 g); m.p. 176-177° C. Reactants: C1COCCO1, CCOC(C)=O, Clc1nc(N2CCOCC2)c2sc(CN3CCC4(CC3)OCCO4)cc2n1, Cl, [Na+], [OH-]. The product is O=C1CCN(Cc2cc3nc(Cl)nc(N4CCOCC4)c3s2)CC1. Reaction SMILES: [CH2:37]1[O:38][CH2:39][CH2:40][O:41][CH2:42]1.[CH3:31][CH2:32][O:33][C:34]([CH3:35])=[O:36].[Cl:1][c:2]1[n:3][c:4]([N:22]2[CH2:23][CH2:24][O:25][CH2:26][CH2:27]2)[c:5]2[c:6]([n:7]1)[cH:8][c:9]([CH2:11][N:12]1[CH2:13][CH2:14][C:15]3([O:16][CH2:19][CH2:18][O:17]3)[CH2:20][CH2:21]1)[s:10]2.[ClH:28].[Na+:30].[OH-:29]>>[Cl:1][c:2]1[n:3][c:4]([N:22]2[CH2:23][CH2:24][O:25][CH2:26][CH2:27]2)[c:5]2[c:6]([n:7]1)[cH:8][c:9]([CH2:11][N:12]1[CH2:13][CH2:14][C:15](=[O:16])[CH2:20][CH2:21]1)[s:10]2. The reactants are CCO, C#CCOC(=O)c1cc(F)c(OCC#C)c(F)c1, [Na+], [OH-]. The product is C#CCOc1c(F)cc(C(=O)O)cc1F. Reaction SMILES: [CH3:21][CH2:22][OH:23].[F:1][c:2]1[cH:3][c:4]([C:5](=[O:6])[O:7][CH2:8][C:9]#[CH:10])[cH:11][c:12]([F:18])[c:13]1[O:14][CH2:15][C:16]#[CH:17].[Na+:20].[OH-:19]>>[F:1][c:2]1[cH:3][c:4]([C:5](=[O:6])[OH:7])[cH:11][c:12]([F:18])[c:13]1[O:14][CH2:15][C:16]#[CH:17].